Dataset: the Open Reaction Database (ORD), a public repository of structured organic reaction records. Task: describe an organic reaction: reactants, conditions, products, and yield Reactants: ClCC(=C)C (3-Chloro-2-methylpropene), [N+](=O)([O-])C1=C(C=CC=C1)O (o-nitrophenol). The product is CC(=COC1=C(C=CC=C1)[N+](=O)[O-])C (2-(2-methylprop-1-en-oxy) nitrobenzene). RXN SMILES: Cl[CH2:2][C:3]([CH3:5])=[CH2:4].[N+:6]([C:9]1[CH:14]=[CH:13][CH:12]=[CH:11][C:10]=1[OH:15])([O-:8])=[O:7]>>[CH3:2][C:3]([CH3:5])=[CH:4][O:15][C:10]1[CH:11]=[CH:12][CH:13]=[CH:14][C:9]=1[N+:6]([O-:8])=[O:7]. Reported procedure: 3-Chloro-2-methylpropene was reacted with o-nitrophenol to yield 2-(2-methylprop-1-en-oxy) nitrobenzene; which was reduced to the corresponding aniline; reacted with N-chloromethyl-2-pyrrolidone to form the corresponding N-methylenepyrrolidonyl derivative. Reactants: [H-].[Na+] (sodium hydride), CC(C)(C1=NC2=C(N1)C=CC=C2)C2=NC1=C(N2)C=CC=C1 (2,2′-Propane-2,2-diylbis(1H-benzimidazole)), ICCCCC (1-iodopentane). Solvent: CN(C=O)C (N,N-dimethylformamide). Reaction conditions: time 4 hour. Product: CC(C)(C1=NC2=C(N1CCCCC)C=CC=C2)C2=NC1=C(N2CCCCC)C=CC=C1 (2,2′-Propane-2,2-diylbis(1-pentyl-1H-benzimidazole)). Yield: 163.9%. As a reaction SMILES: [CH3:1][C:2]([C:13]1[NH:17][C:16]2[CH:18]=[CH:19][CH:20]=[CH:21][C:15]=2[N:14]=1)([C:4]1[NH:8][C:7]2[CH:9]=[CH:10][CH:11]=[CH:12][C:6]=2[N:5]=1)[CH3:3].[H-].[Na+].I[CH2:25][CH2:26][CH2:27][CH2:28][CH3:29]>CN(C)C=O>[CH3:3][C:2]([C:4]1[N:5]([CH2:9][CH2:7][CH2:6][CH2:12][CH3:11])[C:6]2[CH:12]=[CH:11][CH:10]=[CH:9][C:7]=2[N:8]=1)([C:13]1[N:14]([CH2:25][CH2:26][CH2:27][CH2:28][CH3:29])[C:15]2[CH:21]=[CH:20][CH:19]=[CH:18][C:16]=2[N:17]=1)[CH3:1] |f:1.2|. Procedure details: 2.8 g 2,2′-Propane-2,2-diylbis(1H-benzimidazole) was added to 60 ml of N,N-dimethylformamide. 1.21 g Of a 60% sodium hydride dispersion in mineral oil was added in portions. 6.0 g Of 1-iodopentane was added and the mixture was stirred under nitrogen. After 4 hours, the reaction was quenched with 160 ml of water and then extracted with two 75 ml portions of ethyl acetate/methanol (−99:1, v/v). The combined organic layers were washed twice with 75 ml of water. The cloudy organic layer was filtered... Reactants: C(CCCCCCC)C1CC2=CC=C(C=C2C1)C1=NC=C(C=N1)OCC (2-octyl-5-(5-ethoxypyrimidine-2-yl)indan), [OH-].[Na+] (NaOH), C(COCCO)O (diethylene glycol), Cl (HCl). The solvent is O (water). The product is C(CCCCCCC)C1CC2=CC=C(C=C2C1)C1=NC=C(C=N1)O (2-octyl-5-(5-hydroxypyrimidine-2-yl)indan). Yield: 89.1%. RXN SMILES: [CH2:1]([CH:9]1[CH2:17][C:16]2[C:11](=[CH:12][CH:13]=[C:14]([C:18]3[N:23]=[CH:22][C:21]([O:24]CC)=[CH:20][N:19]=3)[CH:15]=2)[CH2:10]1)[CH2:2][CH2:3][CH2:4][CH2:5][CH2:6][CH2:7][CH3:8].[OH-].[Na+].C(O)COCCO.Cl>O>[CH2:1]([CH:9]1[CH2:17][C:16]2[C:11](=[CH:12][CH:13]=[C:14]([C:18]3[N:23]=[CH:22][C:21]([OH:24])=[CH:20][N:19]=3)[CH:15]=2)[CH2:10]1)[CH2:2][CH2:3][CH2:4][CH2:5][CH2:6][CH2:7][CH3:8] |f:1.2|. Reported procedure: 0.5 g (1.42 mM) of 2-octyl-5-(5-ethoxypyrimidine-2-yl)indan, 1.0 g (25 mM) of NaOH and 10 ml of diethylene glycol were mixed and refluxed for 3 hours under stirring. After the reaction, the reaction mixture was poured into water and acidified with HCl to precipitate a crystal. The crystal was recovered by filtration and washed with water. The resultant crystal was dissolved in toluene and washed with water, followed by drying with anhydrous sodium sulfate and distilling-off of the solvent to obt... The reactants are O=C([O-])[O-], COc1ccc(CN)cc1, O=C(C=Cc1ccccc1)C=Cc1ccccc1, O=C(C=Cc1ccccc1)C=Cc1ccccc1, O=C(C=Cc1ccccc1)C=Cc1ccccc1, O=C(N1CCc2ccc(Cl)c(OS(=O)(=O)C(F)(F)F)c2CC1)C(F)(F)F, [Cs+], [Cs+], [Pd], [Pd], c1ccc(P(c2ccccc2)c2ccc3ccccc3c2-c2c(P(c3ccccc3)c3ccccc3)ccc3ccccc23)cc1. Yields the product COc1ccc(CNc2c(Cl)ccc3c2CCN(C(=O)C(F)(F)F)CC3)cc1. As a reaction SMILES: [C:83](=[O:84])([O-:85])[O-:86].[CH3:27][O:28][c:29]1[cH:30][cH:31][c:32]([CH2:33][NH2:34])[cH:35][cH:36]1.[CH:109](=[CH:110][C:111]([CH:112]=[CH:113][c:114]1[cH:115][cH:116][cH:117][cH:118][cH:119]1)=[O:120])[c:121]1[cH:122][cH:123][cH:124][cH:125][cH:126]1.[CH:127](=[CH:128][C:129]([CH:130]=[CH:131][c:132]1[cH:133][cH:134][cH:135][cH:136][cH:137]1)=[O:138])[c:139]1[cH:140][cH:141][cH:142][cH:143][cH:144]1.[CH:91](=[CH:92][C:93]([CH:94]=[CH:95][c:96]1[cH:97][cH:98][cH:99][cH:100][cH:101]1)=[O:102])[c:103]1[cH:104][cH:105][cH:106][cH:107][cH:108]1.[Cl:1][c:2]1[c:3]([O:19][S:20]([C:21]([F:22])([F:23])[F:24])(=[O:25])=[O:26])[c:4]2[c:5]([cH:17][cH:18]1)[CH2:6][CH2:7][N:8]([C:11]([C:12]([F:13])([F:14])[F:15])=[O:16])[CH2:9][CH2:10]2.[Cs+:87].[Cs+:88].[Pd:89].[Pd:90].[cH:37]1[cH:38][cH:39][c:40]([P:41]([c:42]2[cH:43][cH:44][c:45]3[c:46]([cH:47][cH:48][cH:49][cH:50]3)[c:51]2-[c:52]2[c:53]3[c:54]([cH:55][cH:56][cH:57][cH:58]3)[cH:59][cH:60][c:61]2[P:62]([c:63]2[cH:64][cH:65][cH:66][cH:67][cH:68]2)[c:69]2[cH:70][cH:71][cH:72][cH:73][cH:74]2)[c:75]2[cH:76][cH:77][cH:78][cH:79][cH:80]2)[cH:81][cH:82]1>>[Cl:1][c:2]1[c:3]([NH:34][CH2:33][c:32]2[cH:31][cH:30][c:29]([O:28][CH3:27])[cH:36][cH:35]2)[c:4]2[c:5]([cH:17][cH:18]1)[CH2:6][CH2:7][N:8]([C:11]([C:12]([F:13])([F:14])[F:15])=[O:16])[CH2:9][CH2:10]2.